Dataset: the Open Reaction Database (ORD), a public repository of structured organic reaction records. Task: describe an organic reaction: reactants, conditions, products, and yield The reactants are BrB(Br)Br, ClCCl, COc1ccc(N2CC(COc3ccccc3)CC2=O)cc1F. Yields the product O=C1CC(COc2ccccc2)CN1c1ccc(O)c(F)c1. As a reaction SMILES: [B:24]([Br:25])([Br:26])[Br:27].[Cl:28][CH2:29][Cl:30].[F:1][c:2]1[cH:3][c:4]([N:10]2[C:11](=[O:23])[CH2:12][CH:13]([CH2:15][O:16][c:17]3[cH:18][cH:19][cH:20][cH:21][cH:22]3)[CH2:14]2)[cH:5][cH:6][c:7]1[O:8][CH3:9]>>[F:1][c:2]1[cH:3][c:4]([N:10]2[C:11](=[O:23])[CH2:12][CH:13]([CH2:15][O:16][c:17]3[cH:18][cH:19][cH:20][cH:21][cH:22]3)[CH2:14]2)[cH:5][cH:6][c:7]1[OH:8]. Starting materials: COC(=O)c1ccc2c(C3CCCCC3)c3n(c2c1)CC(N(C)CCNC(=O)OC(C)(C)C)COc1ccccc1-3, C1CCOC1, CO, [Li+], [OH-], O, O. Product: CN(CCNC(=O)OC(C)(C)C)C1COc2ccccc2-c2c(C3CCCCC3)c3ccc(C(=O)O)cc3n2C1. Reaction SMILES: [C:4]([CH3:5])([CH3:6])([CH3:7])[O:8][C:9](=[O:10])[NH:11][CH2:12][CH2:13][N:14]([CH:15]1[CH2:16][O:17][c:18]2[c:19]([cH:40][cH:41][cH:42][cH:43]2)-[c:20]2[n:21]([c:23]3[cH:24][c:25]([C:36](=[O:37])[O:38][CH3:39])[cH:26][cH:27][c:28]3[c:29]2[CH:30]2[CH2:31][CH2:32][CH2:33][CH2:34][CH2:35]2)[CH2:22]1)[CH3:44].[CH2:47]1[O:48][CH2:49][CH2:50][CH2:51]1.[CH3:45][OH:46].[Li+:3].[OH-:2].[OH2:1].[OH2:52]>>[C:4]([CH3:5])([CH3:6])([CH3:7])[O:8][C:9](=[O:10])[NH:11][CH2:12][CH2:13][N:14]([CH:15]1[CH2:16][O:17][c:18]2[c:19]([cH:40][cH:41][cH:42][cH:43]2)-[c:20]2[n:21]([c:23]3[cH:24][c:25]([C:36](=[O:37])[OH:38])[cH:26][cH:27][c:28]3[c:29]2[CH:30]2[CH2:31][CH2:32][CH2:33][CH2:34][CH2:35]2)[CH2:22]1)[CH3:44]. The reactants are CS(=O)(=O)Cl, ClCCl, CC(C)(C)OC(=O)NC1CCC(O)CC1. Yields the product CC(C)(C)OC(=O)NC1CCC(OS(C)(=O)=O)CC1. RXN SMILES: [CH3:16][S:17](=[O:18])(=[O:19])[Cl:20].[Cl:21][CH2:22][Cl:23].[OH:1][CH:2]1[CH2:3][CH2:4][CH:5]([NH:8][C:9]([O:10][C:11]([CH3:12])([CH3:13])[CH3:14])=[O:15])[CH2:6][CH2:7]1>>[O:1]([CH:2]1[CH2:3][CH2:4][CH:5]([NH:8][C:9]([O:10][C:11]([CH3:12])([CH3:13])[CH3:14])=[O:15])[CH2:6][CH2:7]1)[S:17]([CH3:16])(=[O:18])=[O:19]. The reactants are OC1=CC=C(C2=CC=CC=C12)C=O (4-hydroxy-1-naphthaldehyde), ClCCCCCCCCCC (1-chlorodecane), BrCC(=O)OC(C)(C)C (tert-butyl bromoacetate). Yields the product C(CCCCCCCCC)OC1=CC=C(C2=CC=CC=C12)C=O (4-(decyloxy)-1-naphthaldehyde). Reaction SMILES: [OH:1][C:2]1[C:11]2[C:6](=[CH:7][CH:8]=[CH:9][CH:10]=2)[C:5]([CH:12]=[O:13])=[CH:4][CH:3]=1.Cl[CH2:15][CH2:16][CH2:17][CH2:18][CH2:19][CH2:20][CH2:21][CH2:22][CH2:23][CH3:24].BrCC(OC(C)(C)C)=O>>[CH2:15]([O:1][C:2]1[C:11]2[C:6](=[CH:7][CH:8]=[CH:9][CH:10]=2)[C:5]([CH:12]=[O:13])=[CH:4][CH:3]=1)[CH2:16][CH2:17][CH2:18][CH2:19][CH2:20][CH2:21][CH2:22][CH2:23][CH3:24]. Reported procedure: The desired product was prepared by substituting 4-hydroxy-1-naphthaldehyde and 1-chlorodecane for Example 20C and tert-butyl bromoacetate, respectively, in Example 20D. Starting materials: C(C)(C)(C)OC(=O)N1[C@H]2[C@@H](C[C@@H]([C@H]1C(=O)N1[C@@H](CCC1)C#N)C2)OCC(=O)O ([((1R,3S,4S,6R)-2-(tert-butoxycarbonyl)-3-{[(2S)-2-cyano-1-pyrrolidinyl]carbonyl}-2-azabicyclo[2.2.1]hept-6-yl)oxy]acetic acid), [OH-].[NH4+] (ammonium hydroxide), ON1N=NC2=C1N=CC=C2 (1-hydroxy-7-azabenzotriazole), Cl.CN(CCCN=C=NCC)C (1-(3-dimethylaminopropyl)-3-ethylcarbodiimide hydrochloride). Run in CN(C=O)C (dimethylformamide). Reaction conditions: time 12 hour. The product is NC(CO[C@@H]1C[C@H]2[C@H](N([C@@H]1C2)C(=O)OC(C)(C)C)C(=O)N2[C@@H](CCC2)C#N)=O (tert-Butyl (1R,3S,4S,6R)-6-(2-amino-2-oxoethoxy)-3-{[(2S)-2-cyano-1-pyrrolidinyl]carbonyl}-2-azabicyclo[2.2.1]heptane-2-carboxylate). As a reaction SMILES: [C:1]([O:5][C:6]([N:8]1[C@H:13]([C:14]([N:16]2[CH2:20][CH2:19][CH2:18][C@H:17]2[C:21]#[N:22])=[O:15])[C@H:12]2[CH2:23][C@@H:9]1[C@H:10]([O:24][CH2:25][C:26](O)=[O:27])[CH2:11]2)=[O:7])([CH3:4])([CH3:3])[CH3:2].[OH-].[NH4+].O[N:32]1C2N=CC=CC=2N=N1.Cl.CN(C)CCCN=C=NCC>CN(C)C=O>[NH2:32][C:26](=[O:27])[CH2:25][O:24][C@H:10]1[C@H:9]2[CH2:23][C@H:12]([C@@H:13]([C:14]([N:16]3[CH2:20][CH2:19][CH2:18][C@H:17]3[C:21]#[N:22])=[O:15])[N:8]2[C:6]([O:5][C:1]([CH3:3])([CH3:4])[CH3:2])=[O:7])[CH2:11]1 |f:1.2,4.5|. Procedure: To a solution of [((1R,3S,4S,6R)-2-(tert-butoxycarbonyl)-3-{[(2S)-2-cyano-1-pyrrolidinyl]carbonyl}-2-azabicyclo[2.2.1]hept-6-yl)oxy]acetic acid obtained in Example 51-2 (260 mg) in dimethylformamide (3.0 mL), was added 28% ammonium hydroxide (0.08 mL), 1-hydroxy-7-azabenzotriazole (117 mg) and 1-(3-dimethylaminopropyl)-3-ethylcarbodiimide hydrochloride (165 mg). The mixture was stirred at room temperature for 12 hrs.